This data is from the Open Reaction Database (ORD), a public repository of structured organic reaction records. The task is: describe an organic reaction: reactants, conditions, products, and yield Reaction SMILES: [Br:1][c:2]1[c:3]([F:12])[cH:4][cH:5][c:6]([N+:9](=[O:10])[O-:11])[c:7]1[F:8].[CH2:39]([CH2:40][O:41][CH3:42])[O:43][CH3:44].[Na+:33].[Na+:34].[O-:35][C:36](=[O:37])[O-:38].[O:13]1[CH:14]([n:19]2[n:20][cH:21][cH:22][c:23]2[B:24]2[O:25][C:26]([CH3:27])([CH3:28])[C:29]([CH3:30])([CH3:31])[O:32]2)[CH2:15][CH2:16][CH2:17][CH2:18]1.[cH:45]1[cH:46][cH:47][c:48]([P:49]([Pd:50]([P:51]([c:52]2[cH:53][cH:54][cH:55][cH:56][cH:57]2)([c:58]2[cH:59][cH:60][cH:61][cH:62][cH:63]2)[c:64]2[cH:65][cH:66][cH:67][cH:68][cH:69]2)([P:70]([c:71]2[cH:72][cH:73][cH:74][cH:75][cH:76]2)([c:77]2[cH:78][cH:79][cH:80][cH:81][cH:82]2)[c:83]2[cH:84][cH:85][cH:86][cH:87][cH:88]2)[P:89]([c:90]2[cH:91][cH:92][cH:93][cH:94][cH:95]2)([c:96]2[cH:97][cH:98][cH:99][cH:100][cH:101]2)[c:102]2[cH:103][cH:104][cH:105][cH:106][cH:107]2)([c:108]2[cH:109][cH:110][cH:111][cH:112][cH:113]2)[c:114]2[cH:115][cH:116][cH:117][cH:118][cH:119]2)[cH:120][cH:121]1>>[c:2]1(-[c:23]2[n:19]([CH:14]3[O:13][CH2:18][CH2:17][CH2:16][CH2:15]3)[n:20][cH:21][cH:22]2)[c:3]([F:12])[cH:4][cH:5][c:6]([N+:9](=[O:10])[O-:11])[c:7]1[F:8]. Reactants: O=[N+]([O-])c1ccc(F)c(Br)c1F, COCCOC, [Na+], [Na+], O=C([O-])[O-], CC1(C)OB(c2ccnn2C2CCCCO2)OC1(C)C, c1ccc(P(c2ccccc2)(c2ccccc2)[Pd](P(c2ccccc2)(c2ccccc2)c2ccccc2)(P(c2ccccc2)(c2ccccc2)c2ccccc2)P(c2ccccc2)(c2ccccc2)c2ccccc2)cc1. The product is O=[N+]([O-])c1ccc(F)c(-c2ccnn2C2CCCCO2)c1F. The reactants are N[C@H](CSCC(=O)OC(C)(C)C)CC(C)C ((S)-1,1-dimethylethyl [(2-amino-4-methylpentyl)thio]acetate), CC1=CC=C(S1)C(=O)O (5-methyl-2-thiophene carboxylic acid), ON1N=NC2=C1C=CC=C2 (1-hydroxybenzotriazole), N,N-dicyclohexylcarbodiimide. The product is CC(C[C@@H](CSCC(=O)OC(C)(C)C)NC(=O)C=1SC(=CC1)C)C ((S)-1,1-dimethylethyl [[4-methyl-2-[[[5-methyl-2-thienyl]carbonyl]amino]pentyl]thio]acetate). Isolated yield 14.4%. RXN SMILES: [NH2:1][C@@H:2]([CH2:13][CH:14]([CH3:16])[CH3:15])[CH2:3][S:4][CH2:5][C:6]([O:8][C:9]([CH3:12])([CH3:11])[CH3:10])=[O:7].[CH3:17][C:18]1[S:22][C:21]([C:23](O)=[O:24])=[CH:20][CH:19]=1.ON1C2C=CC=CC=2N=N1>>[CH3:15][CH:14]([CH3:16])[CH2:13][C@H:2]([NH:1][C:23]([C:21]1[S:22][C:18]([CH3:17])=[CH:19][CH:20]=1)=[O:24])[CH2:3][S:4][CH2:5][C:6]([O:8][C:9]([CH3:10])([CH3:11])[CH3:12])=[O:7]. Procedure details: 3.00 g (0.012 mol) of (S)-1,1-dimethylethyl [(2-amino-4-methylpentyl)thio]acetate, 172 g (0.012 mol) 5-methyl-2-thiophene carboxylic acid, 1.64 g (0.012 mol) 1-hydroxybenzotriazole, and 2.50 g (0.012 mol) N,N-dicyclohexylcarbodiimide are reacted according to the procedure for Example 3 to give 0.64 g of (S)-1,1-dimethylethyl [[4-methyl-2-[[[5-methyl-2-thienyl]carbonyl]amino]pentyl]thio]acetate as a crystalline solid, mp 81°-83°; [α]D25 +56.5° (C 0.63, methanol). Starting materials: C(C)N1N=CC=2C1=NC(=C(C2NC2CCOCC2)CNC(=O)C2=CC=CC(=N2)C(=O)OC)CC (methyl 6-[({[1,6-diethyl-4-(tetrahydro-2H-pyran-4-ylamino)-1H-pyrazolo[3,4-b]pyridin-5-yl]methyl}amino)carbonyl]-2-pyridinecarboxylate), O (water), Cl (hydrochloric acid), [OH-].[Li+] (lithium hydroxide). Run in O1CCCC1 (tetrahydrofuran). Reaction conditions: time 10 minute. Yields the product C(C)N1N=CC=2C1=NC(=C(C2NC2CCOCC2)CNC(=O)C2=CC=CC(=N2)C(=O)O)CC (6-[({[1,6-Diethyl-4-(tetrahydro-2H-pyran-4-ylamino)-1H-pyrazolo[3,4-b]pyridin-5-yl]methyl}amino)carbonyl]-2-pyridinecarboxylic acid). Isolated yield 61.9%. RXN SMILES: [CH2:1]([N:3]1[C:7]2=[N:8][C:9]([CH2:33][CH3:34])=[C:10]([CH2:19][NH:20][C:21]([C:23]3[N:28]=[C:27]([C:29]([O:31]C)=[O:30])[CH:26]=[CH:25][CH:24]=3)=[O:22])[C:11]([NH:12][CH:13]3[CH2:18][CH2:17][O:16][CH2:15][CH2:14]3)=[C:6]2[CH:5]=[N:4]1)[CH3:2].O.[OH-].[Li+].Cl>O1CCCC1>[CH2:1]([N:3]1[C:7]2=[N:8][C:9]([CH2:33][CH3:34])=[C:10]([CH2:19][NH:20][C:21]([C:23]3[N:28]=[C:27]([C:29]([OH:31])=[O:30])[CH:26]=[CH:25][CH:24]=3)=[O:22])[C:11]([NH:12][CH:13]3[CH2:14][CH2:15][O:16][CH2:17][CH2:18]3)=[C:6]2[CH:5]=[N:4]1)[CH3:2] |f:2.3|. Procedure details: To methyl 6-[({[1,6-diethyl-4-(tetrahydro-2H-pyran-4-ylamino)-1H-pyrazolo[3,4-b]pyridin-5-yl]methyl}amino)carbonyl]-2-pyridinecarboxylate (32 g, 68.6 mmol) in a 1 L round-bottom flask under nitrogen in tetrahydrofuran (THF) (600 mL) was added water (150 mL), then lithium hydroxide (2.464 g, 103 mmol). After 22 min the slightly cloudy mixture was filtered and the THF was evaporated off to give a slight suspension. The aqueous mixture was cooled in an ice-bath and taken to pH 6 using 2M hydrochlor...